Task: describe an organic reaction: reactants, conditions, products, and yield. Dataset: the Open Reaction Database (ORD), a public repository of structured organic reaction records The reactants are NC1=C(C=CC=C1)S(=O)(=O)N (2-Aminobenzene sulfonamide), ClC1=C(C=CC=C1)C=CS(=O)(=O)Cl (2-(2-chloro-phenyl)-ethenesulfonyl chloride). Run in N1=CC=CC=C1 (pyridine). Run at time 30 minute. Product: ClC1=C(C=CC=C1)C=CS(=O)(=O)NC1=C(C=CC=C1)S(=O)(=O)N (2-[2-(2-Chloro-phenyl)-ethenesulfonylamino]-benzenesulfonamide). Isolated yield 36.2%. As a reaction SMILES: [NH2:1][C:2]1[CH:7]=[CH:6][CH:5]=[CH:4][C:3]=1[S:8]([NH2:11])(=[O:10])=[O:9].[Cl:12][C:13]1[CH:18]=[CH:17][CH:16]=[CH:15][C:14]=1[CH:19]=[CH:20][S:21](Cl)(=[O:23])=[O:22]>N1C=CC=CC=1>[Cl:12][C:13]1[CH:18]=[CH:17][CH:16]=[CH:15][C:14]=1[CH:19]=[CH:20][S:21]([NH:1][C:2]1[CH:7]=[CH:6][CH:5]=[CH:4][C:3]=1[S:8]([NH2:11])(=[O:9])=[O:10])(=[O:23])=[O:22]. Procedure details: 2-Aminobenzene sulfonamide (153 mg, 0.89 mmol) was added in one portion to a solution of 2-(2-chloro-phenyl)-ethenesulfonyl chloride (150 mg, 0.63 mmol) in pyridine (2 mL) at RT. After 30 minutes of stirring, no more starting material was detected by tlc. The reaction mixture was concentrated under reduced pressure and the residue was taken up in ethyl acetate and a small amount of methanol. The organic phase was washed with 1N HCl, saturated sodium bicarbonate, dried over MgSO4, and concentrate... Reactants: C12(CC3CC(CC(C1)C3)C2)NC2=NC(=NC3=CC=C(C=C23)[N+](=O)[O-])Cl (4-(1-adamantylamino)-2-chloro-6-nitroquinazoline), C(C=C)N (allylamine). Solvent: O (water). Run at time 8 hour. Yields the product C12(CC3CC(CC(C1)C3)C2)NC2=NC(=NC3=CC=C(C=C23)[N+](=O)[O-])NCC=C (4-(1-Adamantylamino)-2-allylamino-6-nitroquinazoline). The yield is 81.2%. As a reaction SMILES: [C:1]12([NH:11][C:12]3[C:21]4[C:16](=[CH:17][CH:18]=[C:19]([N+:22]([O-:24])=[O:23])[CH:20]=4)[N:15]=[C:14](Cl)[N:13]=3)[CH2:10][CH:5]3[CH2:6][CH:7]([CH2:9][CH:3]([CH2:4]3)[CH2:2]1)[CH2:8]2.[CH2:26]([NH2:29])[CH:27]=[CH2:28]>O>[C:1]12([NH:11][C:12]3[C:21]4[C:16](=[CH:17][CH:18]=[C:19]([N+:22]([O-:24])=[O:23])[CH:20]=4)[N:15]=[C:14]([NH:29][CH2:26][CH:27]=[CH2:28])[N:13]=3)[CH2:10][CH:5]3[CH2:6][CH:7]([CH2:9][CH:3]([CH2:4]3)[CH2:2]1)[CH2:8]2. Reported procedure: To 82 mg (0.25 mmol) of 4-(1-adamantylamino)-2-chloro-6-nitroquinazoline was added 1.00 ml (13.33 mmol) of allylamine, and the resulting mixture was stirred at room temperature overnight. To the reaction solution was added water, followed by extraction with ethyl acetate, washing with brine and drying over anhydrous sodium sulfate. After the solvent was distilled off, the residue was purified by a silica gel column to give 77 mg (88.7%) of the title compound. Starting materials: C=C1C[C@H]2[C@@H]3CCC([C@@]3(C)CC[C@@H]2[C@]2(CCC(C=C12)=O)C)=O (6-methylenandrost-4-ene-3,17-dione), [Se](=O)=O (selenium dioxide). The solvent is C(C)(C)(C)O (t-butylalcohol). Yields the product C=C1C[C@H]2[C@@H]3CCC([C@@]3(C)CC[C@@H]2[C@]2(C=CC(C=C12)=O)C)=O (6-methylenandrosta-1,4-diene-3,17-dione). The yield is 40.3%. RXN SMILES: [CH2:1]=[C:2]1[C:19]2[C@:14]([CH3:21])([CH2:15][CH2:16][C:17](=[O:20])[CH:18]=2)[C@@H:13]2[C@H:4]([C@H:5]3[C@@:9]([CH2:11][CH2:12]2)([CH3:10])[C:8](=[O:22])[CH2:7][CH2:6]3)[CH2:3]1.[Se](=O)=O>C(O)(C)(C)C>[CH2:1]=[C:2]1[C:19]2[C@:14]([CH3:21])([CH:15]=[CH:16][C:17](=[O:20])[CH:18]=2)[C@@H:13]2[C@H:4]([C@H:5]3[C@@:9]([CH2:11][CH2:12]2)([CH3:10])[C:8](=[O:22])[CH2:7][CH2:6]3)[CH2:3]1. Reported procedure: A mixture of 6-methylenandrost-4-ene-3,17-dione (0.50 g), selenium dioxide (0.50 g) and t-butylalcohol (200 ml) was heated to reflux under nitrogen for about 30 hours. The cooled solution was filtered and then evaporated to dryness under reduced pressure. The residue was taken up in ethyl acetate (100 ml), treated with charcoal and washed consecutively with water, ammonium sulfide solution, cold 17% ammonium hydroxide, cold dilute hydrochloric acid, water, dried with sodium sulfate and finally e... Starting materials: FC=1C=CC(=C(C1)C)[N+](=O)[O-] (5-fluoro-2-nitrotoluene), IC=1N=C(NC1)C (4-iodo-2-methylimidazole), C([O-])([O-])=O.[Na+].[Na+] (sodium carbonate), O (water). Solvent: CN(C=O)C (dimethylformamide). Product: IC=1N=C(N(C1)C1=CC(=C(C=C1)[N+](=O)[O-])C)C (4-Iodo-1-(3-methyl-4-nitrophenyl)-2-methylimidazole). RXN SMILES: F[C:2]1[CH:3]=[CH:4][C:5]([N+:9]([O-:11])=[O:10])=[C:6]([CH3:8])[CH:7]=1.[I:12][C:13]1[N:14]=[C:15]([CH3:18])[NH:16][CH:17]=1.C(=O)([O-])[O-].[Na+].[Na+].O>CN(C)C=O>[I:12][C:13]1[N:14]=[C:15]([CH3:18])[N:16]([C:2]2[CH:3]=[CH:4][C:5]([N+:9]([O-:11])=[O:10])=[C:6]([CH3:8])[CH:7]=2)[CH:17]=1 |f:2.3.4|. Reported procedure: A mixture of 5-fluoro-2-nitrotoluene (7.9 g), 4-iodo-2-methylimidazole (9.0 g) and sodium carbonate (4.5 g) was heated with stirring in dimethylformamide (50 cm3) at 120° for 16 hours under nitrogen. The mixture was poured into water (50 cm3) and extracted with chloroform (3×100 cm3). The combined and dried (MgSO4) organic extracts were concentrated in vacuo to give a solid which was chromatographed on silica (Merck "MK 60.9385" [Trade Mark]) eluting with ethyl acetate:toluene, 1:5 by volume. Co... Reactants: ClCCl, CC(C)Oc1cc(N2C(=O)C3=C(CCCC3)C2=O)c(F)cc1Cl. The product is CC(C)Oc1cc(N2C(=O)C3CCCCC3C2=O)c(F)cc1Cl. Reaction SMILES: [CH2:24]([Cl:25])[Cl:26].[F:1][c:2]1[c:3]([N:13]2[C:14](=[O:23])[C:15]3=[C:16]([C:17]2=[O:18])[CH2:19][CH2:20][CH2:21][CH2:22]3)[cH:4][c:5]([O:9][CH:10]([CH3:11])[CH3:12])[c:6]([Cl:8])[cH:7]1>>[F:1][c:2]1[c:3]([N:13]2[C:14](=[O:23])[CH:15]3[CH:16]([C:17]2=[O:18])[CH2:19][CH2:20][CH2:21][CH2:22]3)[cH:4][c:5]([O:9][CH:10]([CH3:11])[CH3:12])[c:6]([Cl:8])[cH:7]1. Reactants: CNCCC=O, Cc1nnc(N=C=O)s1, c1ccccc1. Yields the product Cc1nnc(NC(=O)N(C)CCC=O)s1. As a reaction SMILES: [CH3:10][NH:11][CH2:12][CH2:13][CH:14]=[O:15].[CH3:1][c:2]1[n:3][n:4][c:5]([N:7]=[C:8]=[O:9])[s:6]1.[cH:16]1[cH:17][cH:18][cH:19][cH:20][cH:21]1>>[CH3:1][c:2]1[n:3][n:4][c:5]([NH:7][C:8](=[O:9])[N:11]([CH3:10])[CH2:12][CH2:13][CH:14]=[O:15])[s:6]1.